Dataset: the Open Reaction Database (ORD), a public repository of structured organic reaction records. Task: describe an organic reaction: reactants, conditions, products, and yield The reactants are CN(C)CCN(C)C, COCn1cnc(C)c1C, O=C(c1ccc(Cl)cc1)c1ccc(Cl)cc1, [Li]CCCC, N, C1CCOC1. The product is COCn1c(C(O)(c2ccc(Cl)cc2)c2ccc(Cl)cc2)nc(C)c1C. Reaction SMILES: [CH3:16][N:17]([CH2:18][CH2:19][N:20]([CH3:21])[CH3:22])[CH3:23].[CH3:6][O:7][CH2:8][n:9]1[cH:10][n:11][c:12]([CH3:15])[c:13]1[CH3:14].[Cl:24][c:25]1[cH:26][cH:27][c:28]([C:29](=[O:30])[c:31]2[cH:32][cH:33][c:34]([Cl:37])[cH:35][cH:36]2)[cH:38][cH:39]1.[Li:1][CH2:2][CH2:3][CH2:4][CH3:5].[NH3:40].[O:41]1[CH2:42][CH2:43][CH2:44][CH2:45]1>>[CH3:6][O:7][CH2:8][n:9]1[c:10]([C:29]([c:28]2[cH:27][cH:26][c:25]([Cl:24])[cH:39][cH:38]2)([OH:30])[c:31]2[cH:32][cH:33][c:34]([Cl:37])[cH:35][cH:36]2)[n:11][c:12]([CH3:15])[c:13]1[CH3:14].